This data is from the Open Reaction Database (ORD), a public repository of structured organic reaction records. The task is: describe an organic reaction: reactants, conditions, products, and yield Reactants: C(C)(C)(C)[SiH2]OC(C1=CC(=NC=C1C)Cl)(C)C (4-(tert-Butyl-dimethyl-silanyloxymethyl)-2-chloro-5-methyl-pyridine), CC(C)(C)[O-].[Na+] (NaOtBu), C1(=CC=CC=C1)P(C1=C(C2=CC=CC=C2C=C1)C1=C(C=CC2=CC=CC=C12)P(C1=CC=CC=C1)C1=CC=CC=C1)C1=CC=CC=C1 (racemic-2,2′-bis(diphenylphosphino)-1,1′-binaphthyl), NO (hydroxylamine), C(C1=CC=CC=C1)(C1=CC=CC=C1)=N (Benzophenone imine), NO (hydroxylamine). The reagents and catalysts are C=1C=CC(=CC1)/C=C/C(=O)/C=C/C2=CC=CC=C2.C=1C=CC(=CC1)/C=C/C(=O)/C=C/C2=CC=CC=C2.C=1C=CC(=CC1)/C=C/C(=O)/C=C/C2=CC=CC=C2.[Pd].[Pd] (tris(dibenzylideneacetone)dipalladium). The solvent is C1(=CC=CC=C1)C (toluene), C(C)OCC (diethyl ether). Reaction conditions: temperature 80 celsius, time 3 hour. Product: C(C)(C)(C)[SiH2]OC(C1=CC(=NC=C1C)N)(C)C (4-(tert-Butyl-dimethyl-silanyloxymethyl)-5-methyl-pyridin-2-ylamine). RXN SMILES: [C:1]([SiH2:5][O:6][C:7]([CH3:17])([CH3:16])[C:8]1[C:13]([CH3:14])=[CH:12][N:11]=[C:10](Cl)[CH:9]=1)([CH3:4])([CH3:3])[CH3:2].CC([O-])(C)C.[Na+].C1(P(C2C=CC=CC=2)C2C=CC3C(=CC=CC=3)C=2C2C3C(=CC=CC=3)C=CC=2P(C2C=CC=CC=2)C2C=CC=CC=2)C=CC=CC=1.C(=[NH:83])(C1C=CC=CC=1)C1C=CC=CC=1.NO>C(OCC)C.C1C=CC(/C=C/C(/C=C/C2C=CC=CC=2)=O)=CC=1.C1C=CC(/C=C/C(/C=C/C2C=CC=CC=2)=O)=CC=1.C1C=CC(/C=C/C(/C=C/C2C=CC=CC=2)=O)=CC=1.[Pd].[Pd].C1(C)C=CC=CC=1>[C:1]([SiH2:5][O:6][C:7]([CH3:17])([CH3:16])[C:8]1[C:13]([CH3:14])=[CH:12][N:11]=[C:10]([NH2:83])[CH:9]=1)([CH3:4])([CH3:3])[CH3:2] |f:1.2,7.8.9.10.11|. Procedure details: An oven dried flask under N2 was charged with 4-(tert-butyl-dimethyl-silanyloxymethyl)-2-chloro-5-methyl-pyridine (9-5, 0.600 g, 2.21 mmol), NaOtBu (0.297 g, 3.09 mmol), tris(dibenzylideneacetone)dipalladium (0) (0.040 g, 0.040 mmol), racemic-2,2′-bis(diphenylphosphino)-1,1′-binaphthyl (0.083 g, 0.13 mmol) and anhydrous toluene (10 mL). Benzophenone imine (0.444 mL, 2.65 mmol) was added and the reaction was heated to 80° C. After 3 hours the reaction was allowed to cool to room temperature and w...